From a dataset of the Open Reaction Database (ORD), a public repository of structured organic reaction records. describe an organic reaction: reactants, conditions, products, and yield Reactants: Clc1cc(Cl)ncn1, CC(C)n1cc(C(=O)Nc2cccc(C(F)(F)F)c2)c2ccc(O)cc21. Product: CC(C)n1cc(C(=O)Nc2cccc(C(F)(F)F)c2)c2ccc(Oc3cc(Cl)ncn3)cc21. Reaction SMILES: [Cl:27][c:28]1[n:29][cH:30][n:31][c:32]([Cl:34])[cH:33]1.[F:1][C:2]([c:3]1[cH:4][c:5]([NH:9][C:10](=[O:11])[c:12]2[cH:13][n:14]([CH:22]([CH3:23])[CH3:24])[c:15]3[cH:16][c:17]([OH:21])[cH:18][cH:19][c:20]23)[cH:6][cH:7][cH:8]1)([F:25])[F:26]>>[F:1][C:2]([c:3]1[cH:4][c:5]([NH:9][C:10](=[O:11])[c:12]2[cH:13][n:14]([CH:22]([CH3:23])[CH3:24])[c:15]3[cH:16][c:17]([O:21][c:32]4[n:31][cH:30][n:29][c:28]([Cl:27])[cH:33]4)[cH:18][cH:19][c:20]23)[cH:6][cH:7][cH:8]1)([F:25])[F:26]. Starting materials: [H-].[Na+] (sodium hydride), [Cl-].[NH4+] (ammonium chloride), ClC1=C(C(=O)Cl)C=C(C=C1Br)[N+](=O)[O-] (2-chloro-3-bromo-5-nitrobenzoyl chloride), CC(C(=O)OCC)C(=O)OCC (diethyl methylmalonate). Solvent: C1CCOC1 (THF), C1CCOC1 (THF), C1CCOC1 (THF). Conditions: time 20 minute. Product: ClC1=C(C(=O)C(C(=O)OCC)(C(=O)OCC)C)C=C(C=C1Br)[N+](=O)[O-] (diethyl 2-(2-chloro-3-bromo-5-nitrobenzoyl)-2-methylmalonate). Reaction SMILES: [H-].[Na+].[CH3:3][CH:4]([C:10]([O:12][CH2:13][CH3:14])=[O:11])[C:5]([O:7][CH2:8][CH3:9])=[O:6].[Cl:15][C:16]1[C:24]([Br:25])=[CH:23][C:22]([N+:26]([O-:28])=[O:27])=[CH:21][C:17]=1[C:18](Cl)=[O:19].[Cl-].[NH4+]>C1COCC1>[Cl:15][C:16]1[C:24]([Br:25])=[CH:23][C:22]([N+:26]([O-:28])=[O:27])=[CH:21][C:17]=1[C:18]([C:4]([CH3:3])([C:5]([O:7][CH2:8][CH3:9])=[O:6])[C:10]([O:12][CH2:13][CH3:14])=[O:11])=[O:19] |f:0.1,4.5|. Procedure: 2.2 g of 55% sodium hydride was suspended in 30 ml of THF, followed by the addition of 50 ml of a THF solution of 8.65 ml (50.3 mmol) of diethyl methylmalonate under cooling with ice. The obtained mixture was stirred at room temperature for 20 minutes and cooled with ice again, followed by the dropwise addition of 85 ml of a THF solution of the 2-chloro-3-bromo-5-nitrobenzoyl chloride prepared in the above Example. The obtained mixture was stirred as such for 1.5 hours and then poured into an aq... Reactants: BrC1=CC=C(C=C1)B(O)O (4-bromophenylboronic acid), BrC1=NC=C(C=C1)C (2-bromo-5-methylpyridine), palladium(0)tetrakistriphenylphosphine, C([O-])([O-])=O.[K+].[K+] (potassium carbonate), COCCOC (1,2-dimethoxyethane). Solvent: O (water), C(C)(=O)OCC (ethyl acetate), O (water). Product: BrC1=CC=C(C=C1)C1=NC=C(C=C1)C (2-(4-bromophenyl)-5-methylpyridine). The yield is 91.9%. Reaction SMILES: [Br:1][C:2]1[CH:7]=[CH:6][C:5](B(O)O)=[CH:4][CH:3]=1.Br[C:12]1[CH:17]=[CH:16][C:15]([CH3:18])=[CH:14][N:13]=1.C(=O)([O-])[O-].[K+].[K+].COCCOC>C(OCC)(=O)C.O>[Br:1][C:2]1[CH:7]=[CH:6][C:5]([C:12]2[CH:17]=[CH:16][C:15]([CH3:18])=[CH:14][N:13]=2)=[CH:4][CH:3]=1 |f:2.3.4|. Procedure details: To a 500 mL round bottom flask, 4-bromophenylboronic acid (25.0 g, 0.125), 2-bromo-5-methylpyridine (20.0 g, 0.114 mol), palladium(0)tetrakistriphenylphosphine (4.0 g, 0.0035 mol), potassium carbonate (47.0 g, 0.34 mol.), 1,2-dimethoxyethane (120 mL) and water (120 mL.) were added. The mixture was heated to reflux under nitrogen atmosphere for 18 hours. After the reaction was cooled down, 100 mL of water and 150 mL of ethyl acetate were added. The mixture was separated in a separatory funnel. Th... Reactants: ClCCl, Cc1nc2c(c(=O)[nH]1)-c1ccc(Cl)cc1C(c1ccccc1)=NC2, O=C(OO)c1cccc(Cl)c1. Yields the product Cc1nc2c(c(=O)[nH]1)-c1ccc(Cl)cc1C(c1ccccc1)=[N+]([O-])C2. Reaction SMILES: [CH2:36]([Cl:37])[Cl:38].[Cl:1][c:2]1[cH:3][c:4]2[c:5]([cH:23][cH:24]1)-[c:6]1[c:7]([n:17][c:18]([CH3:22])[nH:19][c:20]1=[O:21])[CH2:8][N:9]=[C:10]2[c:11]1[cH:12][cH:13][cH:14][cH:15][cH:16]1.[Cl:25][c:26]1[cH:27][cH:28][cH:29][c:30]([C:31]([O:32][OH:34])=[O:33])[cH:35]1>>[Cl:1][c:2]1[cH:3][c:4]2[c:5]([cH:23][cH:24]1)-[c:6]1[c:7]([n:17][c:18]([CH3:22])[nH:19][c:20]1=[O:21])[CH2:8][N+:9]([O-:33])=[C:10]2[c:11]1[cH:12][cH:13][cH:14][cH:15][cH:16]1. The reactants are BrN1C(CCC1=O)=O (N-Bromosuccinimide), N(=NC(C#N)(C)C)C(C#N)(C)C (azodiisobutyronitrile), C(C)C1=C(C(=O)OC)C=CC=C1 (methyl 2-ethylbenzoate). Run in C(Cl)(Cl)(Cl)Cl (carbon tetrachloride). Conditions: temperature 80 celsius. The product is BrC(C)C1=C(C(=O)OC)C=CC=C1 (methyl 2-(1-bromoethyl)benzoate). The yield is 82.1%. As a reaction SMILES: [Br:1]N1C(=O)CCC1=O.N(C(C)(C)C#N)=NC(C)(C)C#N.[CH2:21]([C:23]1[CH:32]=[CH:31][CH:30]=[CH:29][C:24]=1[C:25]([O:27][CH3:28])=[O:26])[CH3:22]>C(Cl)(Cl)(Cl)Cl>[Br:1][CH:21]([C:23]1[CH:32]=[CH:31][CH:30]=[CH:29][C:24]=1[C:25]([O:27][CH3:28])=[O:26])[CH3:22]. Reported procedure: N-Bromosuccinimide (10.7 g) and azodiisobutyronitrile (catalytic) were added to a solution of methyl 2-ethylbenzoate (10 g) in carbon tetrachloride (50 ml), and the resulting mixture was heated at 80° C. for 6 hours under reflux. After cooling, the reaction mixture was filtered and the filtrate was concentrated to give methyl 2-(1-bromoethyl)benzoate (12 g), almost pure by GC and NMR, as a yellow oil. The reactants are O=C(O)c1cn2c3c(cccc13)OCC2C1CCCCC1, O=C(Cl)C(=O)Cl, ClCCl. Product: O=C(O)c1cn2c3c(cccc13)OCC2C1CCCCC1, [Cl-]. Reaction SMILES: [CH:1]1([CH:7]2[CH2:8][O:9][c:10]3[c:11]4[n:12]2[cH:13][c:14]([C:19](=[O:20])[OH:21])[c:15]4[cH:16][cH:17][cH:18]3)[CH2:2][CH2:3][CH2:4][CH2:5][CH2:6]1.[Cl:22][C:23]([C:24]([Cl:25])=[O:26])=[O:27].[Cl:28][CH2:29][Cl:30]>>[CH:1]1([CH:7]2[CH2:8][O:9][c:10]3[c:11]4[n:12]2[cH:13][c:14]([C:19](=[O:20])[OH:21])[c:15]4[cH:16][cH:17][cH:18]3)[CH2:2][CH2:3][CH2:4][CH2:5][CH2:6]1.[Cl-:22].